This data is from the Open Reaction Database (ORD), a public repository of structured organic reaction records. The task is: describe an organic reaction: reactants, conditions, products, and yield The reactants are C([O-])([O-])=O.[K+].[K+] (potassium carbonate), Cl.CON (O-methylhydroxylamine hydrochloride), [N+](=O)([O-])C1=C(C(=O)Cl)C=CC=C1 (2-nitrobenzoyl chloride). The solvent is O (water), O (water). Run at time 1 hour. Product: CON(O)C(C1=C(C=CC=C1)[N+](=O)[O-])=O (N-methoxy-2-nitro-benzhydroxamic acid). The yield is 49.2%. As a reaction SMILES: Cl.[CH3:2][O:3][NH2:4].C(=O)([O-])[O-:6].[K+].[K+].[N+:11]([C:14]1[CH:22]=[CH:21][CH:20]=[CH:19][C:15]=1[C:16](Cl)=[O:17])([O-:13])=[O:12]>O>[CH3:2][O:3][N:4]([C:16](=[O:17])[C:15]1[CH:19]=[CH:20][CH:21]=[CH:22][C:14]=1[N+:11]([O-:13])=[O:12])[OH:6] |f:0.1,2.3.4|. Procedure details: 186 g (2.2 moles) of O-methylhydroxylamine hydrochloride, dissolved in 322 ml of water, were added dropwise at 10° C to 322 g (2.32 moles) of potassium carbonate dissolved in 276 ml of water. 340 g (1.84 moles) of 2-nitrobenzoyl chloride were added dropwise to this mixture. After stirring the batch for one hour, the residue was filtered off and was suspended in lukewarm water in order to dissolve the admixed potassium chloride. The solid constituents were again filtered off and washed with water... The reactants are [BH4-], [BH4-], O=C1C2CCCC2=Nc2ccccc2N1Cc1ccc(Cl)cc1Cl, ClCCl, [Li+], [Na+], O. The product is O=C1C2CCCC2Nc2ccccc2N1Cc1ccc(Cl)cc1Cl. Reaction SMILES: [BH4-:25].[BH4-:28].[Cl:1][c:2]1[c:3]([CH2:4][N:5]2[c:6]3[c:7]([cH:16][cH:17][cH:18][cH:19]3)[N:8]=[C:9]3[CH:10]([C:11]2=[O:12])[CH2:13][CH2:14][CH2:15]3)[cH:20][cH:21][c:22]([Cl:24])[cH:23]1.[Cl:30][CH2:31][Cl:32].[Li+:26].[Na+:27].[OH2:29]>>[Cl:1][c:2]1[c:3]([CH2:4][N:5]2[c:6]3[c:7]([cH:16][cH:17][cH:18][cH:19]3)[NH:8][CH:9]3[CH:10]([C:11]2=[O:12])[CH2:13][CH2:14][CH2:15]3)[cH:20][cH:21][c:22]([Cl:24])[cH:23]1. The reactants are BrC1=CC=C(C2=NSN=C21)C=O (7-bromo-benzo[1,2,5]thiadiazole-4-carbaldehyde), Cl.NO (hydroxylamine hydrochloride), C(O)([O-])=O.[Na+] (sodium hydrogen carbonate). Run in C(C)O (ethanol), O (water), C(C)(=O)OCC (ethyl acetate), O (water). Reaction conditions: time 16 hour. Product: BrC1=CC=C(C2=NSN=C21)C=NO (7-bromo-benzo[1,2,5]-thiadiazole-4-carbaldehyde oxime). The yield is 94.2%. Reaction SMILES: [Br:1][C:2]1[C:10]2[C:6](=[N:7][S:8][N:9]=2)[C:5]([CH:11]=O)=[CH:4][CH:3]=1.Cl.[NH2:14][OH:15].C(=O)([O-])O.[Na+]>C(O)C.C(OCC)(=O)C.O>[Br:1][C:2]1[C:10]2[C:6](=[N:7][S:8][N:9]=2)[C:5]([CH:11]=[N:14][OH:15])=[CH:4][CH:3]=1 |f:1.2,3.4|. Procedure details: To a solution of 7-bromo-benzo[1,2,5]thiadiazole-4-carbaldehyde (16.65 g) (Example I3) in ethanol (150 ml) were added hydroxylamine hydrochloride (9.52 g), sodium hydrogen carbonate (11.51 g) and water (15 ml). The reaction mixture was stirred at ambient temperature for 16 hours. The reaction mixture was diluted with ethyl acetate (1500 ml) and water (400 ml). After separation of the phases, the aqueous layer was extracted with ethyl acetate (200 ml). The combined organic layers were washed with...